Task: describe an organic reaction: reactants, conditions, products, and yield. Dataset: the Open Reaction Database (ORD), a public repository of structured organic reaction records Reactants: C(C1=CC=CC=C1)N (benzylamine), ClC=1N=C(C2=C(N1)SC(=C2)C)Cl (2,4-dichloro-6-methyl-thieno-[2,3-d]-pyrimidine). Product: ClC=1N=C(C2=C(N1)SC(=C2)C)NCC2=CC=CC=C2 (2-chloro-6-methyl-4-benzylamino-thieno-[2,3-d]-pyrimidine). RXN SMILES: [CH2:1]([NH2:8])[C:2]1[CH:7]=[CH:6][CH:5]=[CH:4][CH:3]=1.[Cl:9][C:10]1[N:11]=[C:12](Cl)[C:13]2[CH:18]=[C:17]([CH3:19])[S:16][C:14]=2[N:15]=1>>[Cl:9][C:10]1[N:11]=[C:12]([NH:8][CH2:1][C:2]2[CH:7]=[CH:6][CH:5]=[CH:4][CH:3]=2)[C:13]2[CH:18]=[C:17]([CH3:19])[S:16][C:14]=2[N:15]=1. Reported procedure: Following the procedure of Example 1, the reaction of benzylamine with 2,4-dichloro-6-methyl-thieno-[2,3-d]-pyrimidine yields 2-chloro-6-methyl-4-benzylamino-thieno-[2,3-d]-pyrimidine. The reactants are FC1=C(COC2=CC(N(C(=C2)C)C=2C=C(C(=O)OC)C=CC2C)=O)C=CC(=C1)F (methyl 3-[4-[(2,4-difluorobenzyl)oxy]-6-methyl-2-oxopyridin-1(2H)-yl]-4-methylbenzoate), ClN1C(CCC1=O)=O (N-chlorosuccinimide), ClC(C(=O)O)Cl (dichloroacetic acid). Run in ClC(C)Cl (dichloroethane). Reaction conditions: temperature 50 celsius. Product: ClC=1C(N(C(=CC1OCC1=C(C=C(C=C1)F)F)C)C=1C=C(C(=O)OC)C=CC1C)=O (methyl 3-[3-chloro-4-[(2,4-difluorobenzyl)oxy]-6-methyl-2-oxopyridin-1(2H)-yl]-4-methylbenzoate). RXN SMILES: [F:1][C:2]1[CH:28]=[C:27]([F:29])[CH:26]=[CH:25][C:3]=1[CH2:4][O:5][C:6]1[CH:11]=[C:10]([CH3:12])[N:9]([C:13]2[CH:14]=[C:15]([CH:20]=[CH:21][C:22]=2[CH3:23])[C:16]([O:18][CH3:19])=[O:17])[C:8](=[O:24])[CH:7]=1.[Cl:30]N1C(=O)CCC1=O.ClC(Cl)C(O)=O>ClC(Cl)C>[Cl:30][C:7]1[C:8](=[O:24])[N:9]([C:13]2[CH:14]=[C:15]([CH:20]=[CH:21][C:22]=2[CH3:23])[C:16]([O:18][CH3:19])=[O:17])[C:10]([CH3:12])=[CH:11][C:6]=1[O:5][CH2:4][C:3]1[CH:25]=[CH:26][C:27]([F:29])=[CH:28][C:2]=1[F:1]. Procedure details: The title compound was prepared by taking up methyl 3-[4-[(2,4-difluorobenzyl)oxy]-6-methyl-2-oxopyridin-1(2H)-yl]-4-methylbenzoate (1.46 g, 3.66 mmol) in dichloroethane (25 ml) and adding N-chlorosuccinimide (0.49 g, 3.66 mmol), dichloroacetic acid (catalytic), and heating to 50° C. for 6 hours. At this time, the solvent was removed in vacuo and the residue taken up in diethyl ether. The precipitate was collected on a filter pad. 1H NMR (300 MHz, CDCl3) δ 8.07 (dd, J=7.85, 1.61 Hz, 1H), 7.80 (d... Starting materials: CCOC1CNCC1Nc1nc(CC)c(-c2ccc(OC)nc2C)nc1CC, CCOC1CN(C(=O)OCc2ccccc2)CC1Nc1nc(CC)c(-c2ccc(OC)nc2OC)nc1CC. Product: CCOC1CNCC1Nc1nc(CC)c(-c2ccc(OC)nc2OC)nc1CC. RXN SMILES: [CH2:1]([O:2][CH:3]1[CH2:4][NH:5][CH2:6][CH:7]1[NH:8][c:9]1[c:10]([CH2:11][CH3:12])[n:13][c:14](-[c:15]2[c:16]([CH3:17])[n:18][c:19]([O:20][CH3:21])[cH:22][cH:23]2)[c:24]([CH2:25][CH3:26])[n:27]1)[CH3:28].[CH3:29][O:30][c:31]1[n:32][c:33]([O:66][CH3:67])[cH:34][cH:35][c:36]1-[c:37]1[n:38][c:39]([CH2:64][CH3:65])[c:40]([NH:45][CH:46]2[CH2:47][N:48]([C:54]([O:55][CH2:56][c:57]3[cH:58][cH:59][cH:60][cH:61][cH:62]3)=[O:63])[CH2:49][CH:50]2[O:51][CH2:52][CH3:53])[n:41][c:42]1[CH2:43][CH3:44]>>[CH3:29][O:30][c:31]1[n:32][c:33]([O:66][CH3:67])[cH:34][cH:35][c:36]1-[c:37]1[n:38][c:39]([CH2:64][CH3:65])[c:40]([NH:45][CH:46]2[CH2:47][NH:48][CH2:49][CH:50]2[O:51][CH2:52][CH3:53])[n:41][c:42]1[CH2:43][CH3:44]. Starting materials: Cl.C(CCCCCCCCCCCCCCC)NC1=CC=C(CCC(=O)Cl)C=C1 (4-(hexadecylamino)hydrocinnamoyl chloride hydrochloride), C(C)OCCO (2-ethoxyethanol). Reagents/catalysts: CN(C1=CC=NC=C1)C (4-dimethylaminopyridine). Solvent: C(Cl)Cl (methylene chloride). Product: C(CCCCCCCCCCCCCCC)NC1=CC=C(CCC(=O)OCCOCC)C=C1 (2-ethoxyethyl 4-(hexadecylamino)hydrocinnamate). As a reaction SMILES: Cl.[CH2:2]([NH:18][C:19]1[CH:29]=[CH:28][C:22]([CH2:23][CH2:24][C:25](Cl)=[O:26])=[CH:21][CH:20]=1)[CH2:3][CH2:4][CH2:5][CH2:6][CH2:7][CH2:8][CH2:9][CH2:10][CH2:11][CH2:12][CH2:13][CH2:14][CH2:15][CH2:16][CH3:17].[CH2:30]([O:32][CH2:33][CH2:34][OH:35])[CH3:31]>CN(C)C1C=CN=CC=1.C(Cl)Cl>[CH2:2]([NH:18][C:19]1[CH:29]=[CH:28][C:22]([CH2:23][CH2:24][C:25]([O:35][CH2:34][CH2:33][O:32][CH2:30][CH3:31])=[O:26])=[CH:21][CH:20]=1)[CH2:3][CH2:4][CH2:5][CH2:6][CH2:7][CH2:8][CH2:9][CH2:10][CH2:11][CH2:12][CH2:13][CH2:14][CH2:15][CH2:16][CH3:17] |f:0.1|. Procedure details: Prepared as described in Example 18, 10.0 g. of 4-(hexadecylamino)hydrocinnamoyl chloride hydrochloride in 80. ml. of methylene chloride is treated with 9.5 g. of 4-dimethylaminopyridine and 2.1 g. of 2-ethoxyethanol, analogous to the method of Example 19. Workup and filtration through alumina provides 2-ethoxyethyl 4-(hexadecylamino)hydrocinnamate. Reactants: CC(=O)N=C=S, C#CCNc1ccc2c(c1)OC(F)(F)C(F)(F)O2, C1CCOC1. Product: C=C1CN(c2ccc3c(c2)OC(F)(F)C(F)(F)O3)C(=NC(C)=O)S1. Reaction SMILES: [C:19]([CH3:20])(=[O:21])[N:22]=[C:23]=[S:24].[CH2:1]([C:2]#[CH:3])[NH:4][c:5]1[cH:6][c:7]2[c:8]([cH:17][cH:18]1)[O:9][C:10]([F:15])([F:16])[C:11]([F:13])([F:14])[O:12]2.[CH2:25]1[O:26][CH2:27][CH2:28][CH2:29]1>>[CH2:1]1[C:2](=[CH2:3])[S:24][C:23](=[N:22][C:19]([CH3:20])=[O:21])[N:4]1[c:5]1[cH:6][c:7]2[c:8]([cH:17][cH:18]1)[O:9][C:10]([F:15])([F:16])[C:11]([F:13])([F:14])[O:12]2.